From a dataset of the Open Reaction Database (ORD), a public repository of structured organic reaction records. describe an organic reaction: reactants, conditions, products, and yield Reactants: CC(C)(C)OC(=O)N1CCC(CCCBr)CC1, CN(C)C=O, Clc1ccc(OCc2nc3cccc(OCc4ccccc4)c3[nH]2)cc1, [H-], [Na+]. The product is CC(C)(C)OC(=O)N1CCC(CCCn2c(COc3ccc(Cl)cc3)nc3c(OCc4ccccc4)cccc32)CC1. RXN SMILES: [C:29]([CH3:30])([CH3:31])([CH3:32])[O:33][C:34](=[O:35])[N:36]1[CH2:37][CH2:38][CH:39]([CH2:42][CH2:43][CH2:44][Br:45])[CH2:40][CH2:41]1.[CH3:46][N:47]([CH3:48])[CH:49]=[O:50].[Cl:1][c:2]1[cH:3][cH:4][c:5]([O:6][CH2:7][c:8]2[nH:9][c:10]3[c:11]([n:12]2)[cH:13][cH:14][cH:15][c:16]3[O:17][CH2:18][c:19]2[cH:20][cH:21][cH:22][cH:23][cH:24]2)[cH:25][cH:26]1.[H-:27].[Na+:28]>>[Cl:1][c:2]1[cH:3][cH:4][c:5]([O:6][CH2:7][c:8]2[n:9][c:10]3[c:11]([n:12]2[CH2:44][CH2:43][CH2:42][CH:39]2[CH2:38][CH2:37][N:36]([C:34]([O:33][C:29]([CH3:30])([CH3:31])[CH3:32])=[O:35])[CH2:41][CH2:40]2)[cH:13][cH:14][cH:15][c:16]3[O:17][CH2:18][c:19]2[cH:20][cH:21][cH:22][cH:23][cH:24]2)[cH:25][cH:26]1.